Dataset: the Open Reaction Database (ORD), a public repository of structured organic reaction records. Task: describe an organic reaction: reactants, conditions, products, and yield The reactants are O=C([O-])[O-], CN(C)C=O, CC1(C)OB(c2ccc(O)cc2)OC1(C)C, CC(C)c1onc(-c2c(Cl)cccc2Cl)c1CCl, [Cs+], [Cs+]. Yields the product CC(C)c1onc(-c2c(Cl)cccc2Cl)c1COc1ccc(B2OC(C)(C)C(C)(C)O2)cc1. RXN SMILES: [C:1](=[O:2])([O-:3])[O-:4].[CH3:41][N:42]([CH3:43])[CH:44]=[O:45].[CH3:7][C:8]1([CH3:22])[O:9][B:10]([c:15]2[cH:16][cH:17][c:18]([OH:21])[cH:19][cH:20]2)[O:11][C:12]1([CH3:13])[CH3:14].[Cl:23][CH2:24][c:25]1[c:26](-[c:33]2[c:34]([Cl:40])[cH:35][cH:36][cH:37][c:38]2[Cl:39])[n:27][o:28][c:29]1[CH:30]([CH3:31])[CH3:32].[Cs+:5].[Cs+:6]>>[CH3:7][C:8]1([CH3:22])[O:9][B:10]([c:15]2[cH:16][cH:17][c:18]([O:21][CH2:24][c:25]3[c:26](-[c:33]4[c:34]([Cl:40])[cH:35][cH:36][cH:37][c:38]4[Cl:39])[n:27][o:28][c:29]3[CH:30]([CH3:31])[CH3:32])[cH:19][cH:20]2)[O:11][C:12]1([CH3:13])[CH3:14]. Reactants: O=C([O-])[O-], COc1ccc(C(OCC2OC(n3cc(C)c(=O)[nH]c3=O)CC2O[Si](C)(C)C(C)(C)C)(c2ccccc2)c2ccc(OC)cc2)cc1, CC(=O)O, [Na+], [Na+]. Product: Cc1cn(C2CC(O[Si](C)(C)C(C)(C)C)C(CO)O2)c(=O)[nH]c1=O. Reaction SMILES: [C:48](=[O:49])([O-:50])[O-:51].[CH3:1][O:2][c:3]1[cH:4][cH:5][c:6]([C:7]([c:8]2[cH:9][cH:10][cH:11][cH:12][cH:13]2)([c:14]2[cH:15][cH:16][c:17]([O:18][CH3:19])[cH:20][cH:21]2)[O:22][CH2:23][CH:24]2[CH:25]([O:38][Si:39]([CH3:40])([CH3:41])[C:42]([CH3:43])([CH3:44])[CH3:45])[CH2:26][CH:27]([n:29]3[c:30](=[O:31])[nH:32][c:33](=[O:34])[c:35]([CH3:36])[cH:37]3)[O:28]2)[cH:46][cH:47]1.[CH3:54][C:55](=[O:56])[OH:57].[Na+:52].[Na+:53]>>[OH:22][CH2:23][CH:24]1[CH:25]([O:38][Si:39]([CH3:40])([CH3:41])[C:42]([CH3:43])([CH3:44])[CH3:45])[CH2:26][CH:27]([n:29]2[c:30](=[O:31])[nH:32][c:33](=[O:34])[c:35]([CH3:36])[cH:37]2)[O:28]1. The reactants are BrC=1C=CC2=CN(N=C2C1)[N+](=O)[O-] (6-bromo-2-nitro-2H-indazole), N1(CCNCC1)C(=O)OC(C)(C)C (1,1-dimethylethyl 1-piperazinecarboxylate), N1(CCNCC1)C(=O)OC(C)(C)C (1,1-dimethylethyl 1-piperazinecarboxylate). The reagents and catalysts are CN(C)C=1C=CN=CC1 (DMAP). Run in C1CCOC1 (THF), CO (methanol). Run at time 24 hour. Yields the product BrC1=CC=C2C(=NNC2=C1)N1CCN(CC1)C(=O)OC(C)(C)C (1,1-Dimethylethyl 4-(6-bromo-1H-indazol-3-yl)-1-piperazinecarboxylate). Yield: 35.5%. RXN SMILES: [Br:1][C:2]1[CH:3]=[CH:4][C:5]2[C:9]([CH:10]=1)=[N:8][N:7]([N+]([O-])=O)[CH:6]=2.[N:14]1([C:20]([O:22][C:23]([CH3:26])([CH3:25])[CH3:24])=[O:21])[CH2:19][CH2:18][NH:17][CH2:16][CH2:15]1>C1COCC1.CN(C1C=CN=CC=1)C.CO>[Br:1][C:2]1[CH:10]=[C:9]2[C:5]([C:6]([N:17]3[CH2:16][CH2:15][N:14]([C:20]([O:22][C:23]([CH3:26])([CH3:25])[CH3:24])=[O:21])[CH2:19][CH2:18]3)=[N:7][NH:8]2)=[CH:4][CH:3]=1. Procedure: A solution of 6-bromo-2-nitro-2H-indazole (50 mg) and 1,1-dimethylethyl 1-piperazinecarboxylate (107 mg) in THF (1 ml) was stirred at reflux for 18 h. Additional 1,1-dimethylethyl 1-piperazinecarboxylate (107 mg) and DMAP (˜10 mg) were added and heating was continued for 24 h. The mixture was diluted with methanol then purified by reverse phase preparative HPLC to give the title compound as a yellow oil (28 mg).